describe an organic reaction: reactants, conditions, products, and yield From a dataset of the Open Reaction Database (ORD), a public repository of structured organic reaction records. Starting materials: O=C=NS(=O)(=O)Cl, O=[N+]([O-])c1ccc2cc[nH]c2c1, CN(C)C=O. The product is N#Cc1c[nH]c2cc([N+](=O)[O-])ccc12. RXN SMILES: [Cl:13][S:14](=[O:16])([N:17]=[C:18]=[O:15])=[O:19].[N+:1](=[O:2])([O-:3])[c:4]1[cH:5][cH:6][c:7]2[cH:8][cH:9][nH:10][c:11]2[cH:12]1.[O:20]=[CH:21][N:22]([CH3:23])[CH3:24]>>[N+:1](=[O:2])([O-:3])[c:4]1[cH:5][cH:6][c:7]2[c:8]([C:18]#[N:17])[cH:9][nH:10][c:11]2[cH:12]1. Reactants: N(=[N+]=[N-])CC=1C=C(C#N)C=C(C1)C(F)(F)F (3-azidomethyl-5-trifluoromethyl-benzonitrile), CP(C)C (trimethyl phosphine). Run in C1CCOC1 (THF). Run at time 2 hour. Yields the product NCC=1C=C(C#N)C=C(C1)C(F)(F)F (3-aminomethyl-5-trifluoromethyl-benzonitrile). As a reaction SMILES: [N:1]([CH2:4][C:5]1[CH:6]=[C:7]([CH:10]=[C:11]([C:13]([F:16])([F:15])[F:14])[CH:12]=1)[C:8]#[N:9])=[N+]=[N-].CP(C)C>C1COCC1>[NH2:1][CH2:4][C:5]1[CH:6]=[C:7]([CH:10]=[C:11]([C:13]([F:14])([F:15])[F:16])[CH:12]=1)[C:8]#[N:9]. Reported procedure: A solution of 3-azidomethyl-5-trifluoromethyl-benzonitrile (140 mg, 0.619 mmol) in THF (1 ml) was treated with trimethyl phosphine (94.2 mg, 1.24 mmol) at room temperature and stirred for 2 hours. Reaction was quenched with water and stirred for 30 minutes. Reaction was extracted with ethyl ether and organic layer was dried over anhydrous magnesium sulphate and concentrated in vacuo. The crude product (70 mg, 56%) was used without further purification. 1H NMR (400 MHz, CDCl3) δ ppm 1.64 (s, 2H) ... The reactants are C(CN)N (ethylenediamine), CN=C=S (methyl isothiocyanate), C(C1=CC=CC=C1)C1=C(N=CO1)CCl (5-benzyl-4-chloromethyloxazole), C(C1=CC=CC=C1)C1=C(N=CO1)CNCCN (N-(5-benzyl-4-oxazolylmethyl)ethylenediamine). The product is CNC(=S)NCCNCC=1N=COC1CC1=CC=CC=C1 (N-methyl-N'-[2-((5-benzyl-4-oxazolyl)methylamino)ethyl]-thiourea). As a reaction SMILES: C(N)CN.C(C1OC=NC=1CCl)C1C=CC=CC=1.[CH2:19]([C:26]1[O:30][CH:29]=[N:28][C:27]=1[CH2:31][NH:32][CH2:33][CH2:34][NH2:35])[C:20]1[CH:25]=[CH:24][CH:23]=[CH:22][CH:21]=1.[CH3:36][N:37]=[C:38]=[S:39]>>[CH3:36][NH:37][C:38]([NH:35][CH2:34][CH2:33][NH:32][CH2:31][C:27]1[N:28]=[CH:29][O:30][C:26]=1[CH2:19][C:20]1[CH:21]=[CH:22][CH:23]=[CH:24][CH:25]=1)=[S:39]. Procedure: Reacting ethylenediamine with 5-benzyl-4-chloromethyloxazole by the procedure of Example 34, then reacting the resulting N-(5-benzyl-4-oxazolylmethyl)ethylenediamine with methyl isothiocyanate by the procedure of Example 3(b) and chromatographing gives N-methyl-N'-[2-((5-benzyl-4-oxazolyl)methylamino)ethyl]-thiourea. Reacting this thiourea with lead cyanamide by the procedure of Example 3(b) gives N-[2-((5-benzyl-4oxazolyl)methylamino)ethyl]-N'-cyano-N"-methylguanidine. Isolated yield 89.0%. Product: ClC(C(=O)[O-])Cl.[NH+]1=CC=CC=C1 (Pyridinium dichloroacetate), title compound. The reactants are N1=CC=CC=C1 (pyridine), reagent, 2′-deoxy-5′-O-DMT 4-N-benzoylcytidine, ClC(C(=O)O)Cl (dichloroacetic acid). Reaction SMILES: [N:1]1[CH:6]=[CH:5][CH:4]=[CH:3][CH:2]=1.[Cl:7][CH:8]([Cl:12])[C:9]([OH:11])=[O:10]>ClCCl>[Cl:7][CH:8]([Cl:12])[C:9]([O-:11])=[O:10].[NH+:1]1[CH:6]=[CH:5][CH:4]=[CH:3][CH:2]=1 |f:3.4|. Run in ClCCl (dichloromethane), ClCCl (dichloromethane). Procedure: Pyridinium dichloroacetate was prepared in situ by addition of 1.3 equivalents of pyridine (0.49 mL, 6.07 mmol) to dry dichloromethane (4 mL) followed by addition of 1.2 eq. of dichloroacetic acid (0.46 mL, 5.60 mmol). To this mixture was added bisamidite reagent (1.78 mL, 5.60 mmol) followed by the dropwise addition of 2′-deoxy-5′-O-DMT-4-N-benzoylcytidine (2.97 g, 4.67 mmol) dissolved in dry dichloromethane (6 mL). The reaction mixture was stirred under argon at ambient temperature for 2 hours... Conditions: time 2 hour. The reactants are N#Cc1[nH]c(-c2c(Cl)cc(C(F)(F)F)cc2Cl)nc1C(=O)O, CCN(CC)S(F)(F)F, CCNCC, COCCOCCOC, ClCCl, [F-], [K+]. The product is CCN(CC)C(=O)c1nc(-c2c(Cl)cc(C(F)(F)F)cc2Cl)[nH]c1C#N. RXN SMILES: [C:10](#[N:11])[c:12]1[c:13]([C:29](=[O:30])[OH:31])[n:14][c:15](-[c:17]2[c:18]([Cl:28])[cH:19][c:20]([C:24]([F:25])([F:26])[F:27])[cH:21][c:22]2[Cl:23])[nH:16]1.[CH2:1]([CH3:2])[N:3]([CH2:4][CH3:5])[S:6]([F:7])([F:8])[F:9].[CH2:34]([NH:35][CH2:36][CH3:37])[CH3:38].[CH3:39][O:40][CH2:41][CH2:42][O:43][CH2:44][CH2:45][O:46][CH3:47].[Cl:48][CH2:49][Cl:50].[F-:32].[K+:33]>>[CH2:1]([CH3:2])[N:3]([CH2:4][CH3:5])[C:29]([c:13]1[c:12]([C:10]#[N:11])[nH:16][c:15](-[c:17]2[c:18]([Cl:28])[cH:19][c:20]([C:24]([F:25])([F:26])[F:27])[cH:21][c:22]2[Cl:23])[n:14]1)=[O:31]. Starting materials: Cl.C(#N)C1CNC1 (3-cyanoazetidine hydrochloride), C1(CC1)C=1N=C2C(=NC1)N(C=C2C(=O)O)COCC[Si](C)(C)C (2-cyclopropyl-5-(2-trimethylsilanyl-ethoxymethyl)-5H-pyrrolo[2,3-b]pyrazine-7-carboxylic acid), FC(C(=O)O)(F)F (Trifluoroacetic acid), N1CCCC1 (pyrrolidine), CN1N=CC(=C1)C1=CN=C2C(=N1)C(=CN2COCC[Si](C)(C)C)C(=O)O (2-(1-methyl-1H-pyrazol-4-yl)-5-((2-(trimethylsilyl)ethoxy)methyl)-5H-pyrrolo[3,2-b]pyrazine-7-carboxylic acid). Product: C(#N)C1CN(C1)C(=O)[C@@H](C(C)(C)C)NC(=O)C1=CNC2=NC=C(N=C21)C=2C=NN(C2)C (2-(1-Methyl-1H-pyrazol-4-yl)-5H-pyrrolo[2,3-b]pyrazine-7-carboxylic acid [(R)-1-(3-cyano-azetidine-1-carbonyl)-2,2-dimethyl-propyl]-amide). As a reaction SMILES: Cl.[C:2]([CH:4]1[CH2:7][NH:6][CH2:5]1)#[N:3].[NH:8]1CCCC1.[CH3:13][N:14]1[CH:18]=[C:17]([C:19]2[N:24]=[C:23]3[C:25]([C:36]([OH:38])=O)=[CH:26][N:27](COCC[Si](C)(C)C)[C:22]3=[N:21][CH:20]=2)[CH:16]=[N:15]1.[CH:39]1([C:42]2N=C3C(C(O)=O)=CN(COCC[Si](C)(C)C)C3=NC=2)[CH2:41][CH2:40]1.F[C:63](F)(F)[C:64]([OH:66])=O>>[C:2]([CH:4]1[CH2:7][N:6]([C:64]([C@H:63]([NH:8][C:36]([C:25]2[C:23]3[C:22](=[N:21][CH:20]=[C:19]([C:17]4[CH:16]=[N:15][N:14]([CH3:13])[CH:18]=4)[N:24]=3)[NH:27][CH:26]=2)=[O:38])[C:39]([CH3:42])([CH3:41])[CH3:40])=[O:66])[CH2:5]1)#[N:3] |f:0.1|. Reported procedure: Prepared according to the procedure outlined in Example 1 substituting 3-cyanoazetidine hydrochloride for pyrrolidine and 2-(1-methyl-1H-pyrazol-4-yl)-5-((2-(trimethylsilyl)ethoxy)methyl)-5H-pyrrolo[3,2-b]pyrazine-7-carboxylic acid for 2-cyclopropyl-5-(2-trimethylsilanyl-ethoxymethyl)-5H-pyrrolo[2,3-b]pyrazine-7-carboxylic acid. Trifluoroacetic acid was used in place of hydrochloric acid for all N-Boc deprotection steps. MS: (M+H)+=421. Reactants: N1C(=NC2=C1C=CC=C2)S(=O)(=O)N2[C@@H](CCCC2)C2=NOC(=N2)COC2=CC=C(CN1C(C3=CC=CC=C3C1=O)=O)C=C2 (2-[4-(3-[(2S)-1-(1H-benzo[d]imidazol-2-ylsulfonyl)-2-piperidyl]-1,2,4-oxadiazol-5-ylmethoxy)benzyl]-1,3-isoindolinedione), CN (methylamine). Run in C(C)O (ethanol). Reaction conditions: time 5 hour. Product: N1C(=NC2=C1C=CC=C2)S(=O)(=O)N2[C@@H](CCCC2)C2=NOC(=N2)COC2=CC=C(CN)C=C2 (4-(3-[(2S)-1-(1H-benzo[d]imidazol-2-ylsulfonyl)-2-piperidyl]-1,2,4-oxadiazol-5-ylmethoxy)benzylamine). The yield is 53.3%. RXN SMILES: [NH:1]1[C:5]2[CH:6]=[CH:7][CH:8]=[CH:9][C:4]=2[N:3]=[C:2]1[S:10]([N:13]1[CH2:18][CH2:17][CH2:16][CH2:15][C@H:14]1[C:19]1[N:23]=[C:22]([CH2:24][O:25][C:26]2[CH:43]=[CH:42][C:29]([CH2:30][N:31]3C(=O)C4C(=CC=CC=4)C3=O)=[CH:28][CH:27]=2)[O:21][N:20]=1)(=[O:12])=[O:11].CN>C(O)C>[NH:1]1[C:5]2[CH:6]=[CH:7][CH:8]=[CH:9][C:4]=2[N:3]=[C:2]1[S:10]([N:13]1[CH2:18][CH2:17][CH2:16][CH2:15][C@H:14]1[C:19]1[N:23]=[C:22]([CH2:24][O:25][C:26]2[CH:27]=[CH:28][C:29]([CH2:30][NH2:31])=[CH:42][CH:43]=2)[O:21][N:20]=1)(=[O:12])=[O:11]. Reported procedure: 2-[4-(3-[(2S)-1-(1H-benzo[d]imidazol-2-ylsulfonyl)-2-piperidyl]-1,2,4-oxadiazol-5-ylmethoxy)benzyl]-1,3-isoindolinedione (885 mg) [see Example 10] was added to a solution of 33% w/w methylamine in ethanol (2.2 ml). The reaction mixture was stirred at room temperature for 5 hours after which time the solvent was removed under reduced pressure. The resulting solid was dissolved in 1N aqueous hydrochloric acid solution and dichloromethane. The aqueous layer was then separated and basified to pH 12 ...